The task is: describe an organic reaction: reactants, conditions, products, and yield. This data is from the Open Reaction Database (ORD), a public repository of structured organic reaction records. Reactants: C(C)OP(OCC)[O-] (diethylphosphite), C=C(C)C (isobutene), C(C)(C)(C)OOC(C)(C)C (ditertiarybutyl peroxide), C(C)OP(OCC)[O-] (diethylphosphite). Reaction conditions: temperature -80 celsius, time 30 minute. Yields the product C(C)OP(OCC)(=O)CC(C)C (isobutanephosphonic acid diethyl ester). Isolated yield 81.0%. As a reaction SMILES: [CH2:1]([O:3][P:4]([O-:8])[O:5][CH2:6][CH3:7])[CH3:2].[CH2:9]=[C:10]([CH3:12])[CH3:11].C(OOC(C)(C)C)(C)(C)C>>[CH2:1]([O:3][P:4]([CH2:9][CH:10]([CH3:12])[CH3:11])(=[O:8])[O:5][CH2:6][CH3:7])[CH3:2]. Procedure: In a 10-liter flask with stirrer, internal thermometer, reflux condenser (-80° C.) and a cooled dropping funnel, 2070 g of diethylphosphite is heated to 150° C. Then over a period of about 90 minutes a mixture of 2070 g of diethylphosphite, 1680 g of isobutene and 44 g of ditertiarybutyl peroxide is added drop by drop. The reaction heat that develops is removed by external cooling. Then heating at 150° C. continues for about 30 minutes. Vacuum distillation through a 12-tray column delivers an 81... Starting materials: [N+](=O)([O-])C(C)C1C(CC2OC(CC21)=O)C (racemic (3aR,4S,5R,6aS)-4-(1-nitroethyl)hexahydro-5-methyl-2H-cyclopenta[b]furan-2-one), S(O)(O)(=O)=O (sulfuric acid), [N+]([O-])([O-])=C (nitronate), [OH-].[Na+] (sodium hydroxide). The solvent is CO (methanol), O (water), C(C)(=O)O (acetic acid), CO (methanol), CO (methanol), CO (methanol), CO (methanol). The product is C(C)(=O)C1C(CC2OC(CC21)=O)C (racemic (3aR,4S,5R,6aS)-4-acetylhexahydro-5-methyl-2H-cyclopenta[b]furan-2-one). Reaction SMILES: [OH-].[Na+].[N+]([CH:6]([CH:8]1[CH:15]2[CH:11]([O:12][C:13](=[O:16])[CH2:14]2)[CH2:10][CH:9]1[CH3:17])[CH3:7])([O-])=O.S(=O)(=O)(O)[OH:19].[N+](=C)([O-])[O-]>CO.O.C(O)(=O)C>[C:6]([CH:8]1[CH:15]2[CH:11]([O:12][C:13](=[O:16])[CH2:14]2)[CH2:10][CH:9]1[CH3:17])(=[O:19])[CH3:7] |f:0.1|. Reported procedure: A solution of sodium hydroxide (22 g, 0.55 mole) in methanol (275 mL) was cooled to 0° and added all at once to a cold (0°) solution of crude, racemic (3aR,4S,5R,6aS)-4-(1-nitroethyl)hexahydro-5-methyl-2H-cyclopenta[b]furan-2-one (91.5 g, 0.43 mole) in methanol (350 mL). The resulting solution was stirred without further cooling for 11/2 hours during which time a solution of concentrated sulfuric acid (65 mL, 1.22 mole) in methanol (350 mL) was prepared by slow addition of the acid to the methan...